Dataset: the Open Reaction Database (ORD), a public repository of structured organic reaction records. Task: describe an organic reaction: reactants, conditions, products, and yield Starting materials: CC1=C(N=C(C(=N1)C(=O)[O-])C(=O)[O-])C (dimethylpyrazine-2,3-dicarboxylate), NC(CO)(CO)C (2-amino-2-methyl-1,3-propanediol). Run in C(C)O (ethanol). Product: OCC(CO)(C)NC(=O)C1=NC=CN=C1C(=O)NC(CO)(CO)C (N,N'-bis-(1,3-dihydroxy-2-methylprop-2-yl)pyrazine-2,3-dicarboxamide). Yield: 83.5%. Reaction SMILES: C[C:2]1[N:7]=[C:6]([C:8]([O-:10])=O)[C:5]([C:11]([O-:13])=O)=[N:4][C:3]=1C.[NH2:15][C:16]([CH3:21])([CH2:19][OH:20])[CH2:17][OH:18]>C(O)C>[OH:18][CH2:17][C:16]([NH:15][C:8]([C:6]1[C:5]([C:11]([NH:15][C:16]([CH3:21])([CH2:19][OH:20])[CH2:17][OH:18])=[O:13])=[N:4][CH:3]=[CH:2][N:7]=1)=[O:10])([CH3:21])[CH2:19][OH:20]. Procedure: Pyrazine-2,3-dicarboxylic acid (34 mg, 0.2 mmol), PyBOP (229 mg, 0.44 mmol), HOBt (60 mg, 0.44 mmol) and NMM (0.7 mL, 0.64 mmol) were dissolved in DMF (2 mL) and allowed to react for 10 min. 2-Amino-2-methyl-1,3-propanediol (46 mg, 0.44 mmol) was then added and stirring was continued overnight. The entire reaction mixture was then fractionated on a RP-HPLC column (Vydac 218TP1022, 22×250 mm, 10 mL/min, 0 to 15% MeCN in 0.1% aq CF3COOH over 40 min). Appropriate fractions were pooled, rechromatogr... Procedure details: A standard setup was used with a N2 inlet. Initially, the amine 105 (2.42 g, 14.38 mmol) in H2CCl2 (35 ml) was added followed by NaOH (10%, 14.42 g, 35.95 mmol) which resulted in a heterogenous mixture. To this mixture was added 4-nitrophenylacetyl chloride (3,16 g, 15.82 mmol) dropwise over a 15-min period. Stirring was continued for an additional 3 h upon which the brown mixture was transferred to a separatory funnel, and the layers were separated. The aqueous layer was extracted (H2CCl2, 3×25... Reactants: [OH-].[Na+] (NaOH), C(C)(C)N1CC2CNCC(C1)C2 (3-Isopropyl-3,7-diazabicyclo[3.3.1]nonane), [N+](=O)([O-])C1=CC=C(C=C1)CC(=O)Cl (4-nitrophenylacetyl chloride). Yields the product [N+](=O)([O-])C1=CC=C(C=C1)CC(=O)N1CC2CN(CC(C1)C2)C(C)C (3-[4-(Nitro)phenylacetyl]-7-isopropyl-3,7-diazabicyclo[3.3.1]nonane). Yield: 69.2%. As a reaction SMILES: [CH:1]([N:4]1[CH2:11][CH:10]2[CH2:12][CH:6]([CH2:7][NH:8][CH2:9]2)[CH2:5]1)([CH3:3])[CH3:2].[OH-].[Na+].[N+:15]([C:18]1[CH:23]=[CH:22][C:21]([CH2:24][C:25](Cl)=[O:26])=[CH:20][CH:19]=1)([O-:17])=[O:16]>C(Cl)Cl>[N+:15]([C:18]1[CH:19]=[CH:20][C:21]([CH2:24][C:25]([N:8]2[CH2:9][CH:10]3[CH2:12][CH:6]([CH2:5][N:4]([CH:1]([CH3:3])[CH3:2])[CH2:11]3)[CH2:7]2)=[O:26])=[CH:22][CH:23]=1)([O-:17])=[O:16] |f:1.2|. The solvent is C(Cl)Cl (H2CCl2). Run at time 3 hour. Starting materials: N1CCCC2=CC=C(N=C12)C1CCN(CC1)C1=C(C(=NC=N1)NC[C@H](NC(=O)OCC1=CC=CC=C1)C(=O)OC(C)(C)C)C ((1,1-dimethylethyl) 3-[[6-[4-(1,2,3,4-tetrahydro-1,8-naphthyridin-7-yl)-1-piperidinyl]-5-methyl-4-pyrimidinyl]amino]-N-[(phenyl methoxy)carbonyl]alaninate), FC(C(=O)O)(F)F (trifluoroacetic acid), C1(=CC=CC=C1)C (toluene). Run in ClCCl (dichloromethane). Run at time 3 hour. Product: N1CCCC2=CC=C(N=C12)C1CCN(CC1)C1=C(C(=NC=N1)NC[C@H](NC(=O)OCC1=CC=CC=C1)C(=O)O)C (3-[[6-[4-(1,2,3,4-tetrahydro-1,8-naphthyridin-7-yl)-1-piperidinyl]-5-methyl-4-pyrimidinyl]amino]-N-[(phenylmethoxy)carbonyl]alanine). The yield is 79.4%. As a reaction SMILES: [NH:1]1[C:10]2[C:5](=[CH:6][CH:7]=[C:8]([CH:11]3[CH2:16][CH2:15][N:14]([C:17]4[N:22]=[CH:21][N:20]=[C:19]([NH:23][CH2:24][C@@H:25]([C:37]([O:39]C(C)(C)C)=[O:38])[NH:26][C:27]([O:29][CH2:30][C:31]5[CH:36]=[CH:35][CH:34]=[CH:33][CH:32]=5)=[O:28])[C:18]=4[CH3:44])[CH2:13][CH2:12]3)[N:9]=2)[CH2:4][CH2:3][CH2:2]1.FC(F)(F)C(O)=O.C1(C)C=CC=CC=1>ClCCl>[NH:1]1[C:10]2[C:5](=[CH:6][CH:7]=[C:8]([CH:11]3[CH2:12][CH2:13][N:14]([C:17]4[N:22]=[CH:21][N:20]=[C:19]([NH:23][CH2:24][C@@H:25]([C:37]([OH:39])=[O:38])[NH:26][C:27]([O:29][CH2:30][C:31]5[CH:32]=[CH:33][CH:34]=[CH:35][CH:36]=5)=[O:28])[C:18]=4[CH3:44])[CH2:15][CH2:16]3)[N:9]=2)[CH2:4][CH2:3][CH2:2]1. Reported procedure: A mixture of 38 mg (0.06 mmoles) of (1,1-dimethylethyl) 3-[[6-[4-(1,2,3,4-tetrahydro-1,8-naphthyridin-7-yl)-1-piperidinyl]-5-methyl-4-pyrimidinyl]amino]-N-[(phenyl methoxy)carbonyl]alaninate and 2 ml of trifluoroacetic acid in 10 ml of dichloromethane is stirred at ambient temperature for 3 hours. Then 5 ml of toluene is added followed by evaporating the mixture to dryness. 26 mg (Yield=76%) of expected product is obtained in the form of an amorphous solid. Starting materials: COc1cccc(S(=O)(=O)n2cc(CCN(C(=O)[O-])C(C)(C)C)c3ccncc32)c1, ClCCl, O=C(O)C(F)(F)F. The product is COc1cccc(S(=O)(=O)n2cc(CCN)c3ccncc32)c1. As a reaction SMILES: [C:1]([N:5]([C:2](=[O:3])[O-:4])[CH2:9][CH2:10][c:11]1[cH:12][n:13]([S:20](=[O:21])(=[O:22])[c:23]2[cH:24][c:25]([O:29][CH3:30])[cH:26][cH:27][cH:28]2)[c:14]2[cH:15][n:16][cH:17][cH:18][c:19]12)([CH3:6])([CH3:7])[CH3:8].[Cl:38][CH2:39][Cl:40].[OH:31][C:32]([C:33]([F:34])([F:35])[F:36])=[O:37]>>[NH2:5][CH2:9][CH2:10][c:11]1[cH:12][n:13]([S:20](=[O:21])(=[O:22])[c:23]2[cH:24][c:25]([O:29][CH3:30])[cH:26][cH:27][cH:28]2)[c:14]2[cH:15][n:16][cH:17][cH:18][c:19]12. Reactants: [F-].[K+] (KF), ClC1=C(C(=O)OC)C=C(C=C1[N+](=O)[O-])I (methyl 2-chloro-5-iodo-3-nitrobenzoate), C(=C)[Sn](CCCC)(CCCC)CCCC (vinyl tributyltin), PdCl2 (PPh3)2. Solvent: O (water), CCOC(=O)C (EtOAc), CN(C)C=O (DMF). Conditions: temperature 90 celsius, time 16 hour. Product: ClC1=C(C(=O)OC)C=C(C=C1[N+](=O)[O-])C=C (methyl 2-chloro-3-nitro-5-vinylbenzoate). Reaction SMILES: [Cl:1][C:2]1[C:11]([N+:12]([O-:14])=[O:13])=[CH:10][C:9](I)=[CH:8][C:3]=1[C:4]([O:6][CH3:7])=[O:5].[CH:16]([Sn](CCCC)(CCCC)CCCC)=[CH2:17].[F-].[K+]>CN(C=O)C.O.CCOC(C)=O>[Cl:1][C:2]1[C:11]([N+:12]([O-:14])=[O:13])=[CH:10][C:9]([CH:16]=[CH2:17])=[CH:8][C:3]=1[C:4]([O:6][CH3:7])=[O:5] |f:2.3|. Reported procedure: A solution of methyl 2-chloro-5-iodo-3-nitrobenzoate (3 g, 8.8 mmol) and vinyl tributyltin (3.6 g, 11.4 mmol) in DMF (50 mL) was degassed with argon. PdCl2/(PPh3)2 (308 mg, 0.44 mmol) was added, the reaction vessel was sealed under argon and the reaction mixture was stirred at 90° C. for 16 h. The reaction mixture was cooled to RT and treated with aqueous KF (1.5 g in 20 mL water) for 2 h30. The mixture was diluted with water and EtOAc filtered on cellite. The organic layer was separated, washed... Reactants: Cn1cc(Br)cc(Br)c1=O, O=C([O-])[O-], C1COCCO1, [Cs+], [Cs+], CC(C)(C)OC(=O)N1CCc2cc(N)ccc2C1, O=C(C=Cc1ccccc1)C=Cc1ccccc1, O=C(C=Cc1ccccc1)C=Cc1ccccc1, O=C(C=Cc1ccccc1)C=Cc1ccccc1, [Pd], [Pd]. Yields the product Cn1cc(Br)cc(Nc2ccc3c(c2)CCN(C(=O)OC(C)(C)C)C3)c1=O. Reaction SMILES: [Br:19][c:20]1[c:21](=[O:28])[n:22]([CH3:27])[cH:23][c:24]([Br:26])[cH:25]1.[C:29](=[O:30])([O-:31])[O-:32].[CH2:91]1[O:92][CH2:93][CH2:94][O:95][CH2:96]1.[Cs+:33].[Cs+:34].[NH2:1][c:2]1[cH:3][c:4]2[c:9]([cH:10][cH:11]1)[CH2:8][N:7]([C:12](=[O:13])[O:14][C:15]([CH3:16])([CH3:17])[CH3:18])[CH2:6][CH2:5]2.[O:37]=[C:38]([CH:39]=[CH:40][c:41]1[cH:42][cH:43][cH:44][cH:45][cH:46]1)[CH:47]=[CH:48][c:49]1[cH:50][cH:51][cH:52][cH:53][cH:54]1.[O:55]=[C:56]([CH:57]=[CH:58][c:59]1[cH:60][cH:61][cH:62][cH:63][cH:64]1)[CH:65]=[CH:66][c:67]1[cH:68][cH:69][cH:70][cH:71][cH:72]1.[O:73]=[C:74]([CH:75]=[CH:76][c:77]1[cH:78][cH:79][cH:80][cH:81][cH:82]1)[CH:83]=[CH:84][c:85]1[cH:86][cH:87][cH:88][cH:89][cH:90]1.[Pd:35].[Pd:36]>>[NH:1]([c:2]1[cH:3][c:4]2[c:9]([cH:10][cH:11]1)[CH2:8][N:7]([C:12](=[O:13])[O:14][C:15]([CH3:16])([CH3:17])[CH3:18])[CH2:6][CH2:5]2)[c:20]1[c:21](=[O:28])[n:22]([CH3:27])[cH:23][c:24]([Br:26])[cH:25]1. The reactants are CCC(Br)C(C)=O, CCCC[N+](CCCC)(CCCC)CCCC, CC#N, CCN(CC)CCNC(=O)c1cc(Cl)c(N)cc1O. The product is CCC(Oc1cc(N)c(Cl)cc1C(=O)NCCN(CC)CC)C(C)=O. Reaction SMILES: [Br:37][CH:38]([C:39]([CH3:40])=[O:41])[CH2:42][CH3:43].[CH3:1][CH2:2][CH2:3][CH2:4][N+:5]([CH2:6][CH2:7][CH2:8][CH3:9])([CH2:10][CH2:11][CH2:12][CH3:13])[CH2:14][CH2:15][CH2:16][CH3:17].[CH3:44][C:45]#[N:46].[NH2:18][c:19]1[cH:20][c:21]([OH:36])[c:22]([C:23](=[O:24])[NH:25][CH2:26][CH2:27][N:28]([CH2:29][CH3:30])[CH2:31][CH3:32])[cH:33][c:34]1[Cl:35]>>[NH2:18][c:19]1[cH:20][c:21]([O:36][CH:38]([C:39]([CH3:40])=[O:41])[CH2:42][CH3:43])[c:22]([C:23](=[O:24])[NH:25][CH2:26][CH2:27][N:28]([CH2:29][CH3:30])[CH2:31][CH3:32])[cH:33][c:34]1[Cl:35]. Reaction conditions: time 15 minute. Reactants: [H-].[Na+] (sodium hydride), CN(C)C=O (DMF), BrC1=NC=C(C=C1N)C1=CC=C(C=C1)Cl (2-bromo-5-(4-chlorophenyl)pyridin-3-ylamine), CI (methyl iodide), CN(C)C=O (DMF). Procedure details: 169 mg (3.88 mmol) of sodium hydride (55% suspension) was added batchwise under a nitrogen atmosphere to a solution of 0.50 g (1.76 mmol) of 2-bromo-5-(4-chlorophenyl)pyridin-3-ylamine (Example 16.1c) in 10 mL of DMF and the mixture was stirred for 15 minutes at RT. A solution of 0.22 mL (3.53 mmol) of methyl iodide in 0.5 mL of DMF was added and the mixture was stirred for 16 hours at RT. The reaction mixture was diluted with semisaturated aqueous sodium bicarbonate solution and the aqueous pha... RXN SMILES: [H-].[Na+].[Br:3][C:4]1C(N)=[CH:8][C:7]([C:11]2[CH:16]=[CH:15][C:14]([Cl:17])=[CH:13][CH:12]=2)=[CH:6][N:5]=1.CI.[CH3:20][N:21]([CH:23]=O)[CH3:22]>C(=O)(O)[O-].[Na+]>[Br:3][C:4]1[C:23]([N:21]([CH3:22])[CH3:20])=[CH:8][C:7]([C:11]2[CH:12]=[CH:13][C:14]([Cl:17])=[CH:15][CH:16]=2)=[CH:6][N:5]=1 |f:0.1,5.6|. The product is BrC1=NC=C(C=C1N(C)C)C1=CC=C(C=C1)Cl ([2-bromo-5-(4-chlorophenyl)pyridin-3-yl]dimethylamine). Run in C([O-])(O)=O.[Na+] (sodium bicarbonate).